This data is from the Open Reaction Database (ORD), a public repository of structured organic reaction records. The task is: describe an organic reaction: reactants, conditions, products, and yield Starting materials: BrC=1C=C2C(=NNC2=C(C1)C#N)C1CCN(CC1)S(=O)(=O)CC (5-bromo-3-[1-(ethylsulfonyl)-4-piperidinyl]-1H-indazole-7-carbonitrile), BrC=1C=C2C(=NNC2=C(C1)C#N)C1CCN(CC1)S(=O)(=O)CC (5-bromo-3-[1-(ethylsulfonyl)-4-piperidinyl]-1H-indazole-7-carbonitrile), FC=1C=C(C=C(C1)F)B(O)O (3,5-difluorophenyl boronic acid), C([O-])([O-])=O.[K+].[K+] (potassium carbonate), chloro(di-2-norbonylphosphine)-(2-dimethylaminomethyl-forrocen-1-yl)palladium. The solvent is O1CCOCC1.O (dioxane water). Product: FC=1C=C(C=C(C1)F)C=1C=C2C(=NNC2=C(C1)C(=O)N)C1CCN(CC1)S(=O)(=O)CC (5-(3,5-difluorophenyl)-3-[1-(ethylsulfonyl)-4-piperidinyl]-1H-indazole-7-carboxamide). Isolated yield 26.8%. As a reaction SMILES: Br[C:2]1[CH:3]=[C:4]2[C:8](=[C:9]([C:11]#[N:12])[CH:10]=1)[NH:7][N:6]=[C:5]2[CH:13]1[CH2:18][CH2:17][N:16]([S:19]([CH2:22][CH3:23])(=[O:21])=[O:20])[CH2:15][CH2:14]1.[F:24][C:25]1[CH:26]=[C:27](B(O)O)[CH:28]=[C:29]([F:31])[CH:30]=1.C(=O)([O-])[O-:36].[K+].[K+]>O1CCOCC1.O>[F:24][C:25]1[CH:26]=[C:27]([C:2]2[CH:3]=[C:4]3[C:8](=[C:9]([C:11]([NH2:12])=[O:36])[CH:10]=2)[NH:7][N:6]=[C:5]3[CH:13]2[CH2:14][CH2:15][N:16]([S:19]([CH2:22][CH3:23])(=[O:20])=[O:21])[CH2:17][CH2:18]2)[CH:28]=[C:29]([F:31])[CH:30]=1 |f:2.3.4,5.6|. Procedure details: Following the general procedure of Example 66, a mixture of 5-bromo-3-[1-(ethylsulfonyl)-4-piperidinyl]-1H-indazole-7-carbonitrile (Intermediate 10) (61.3 mg, 0.125 mmols), 3,5-difluorophenyl boronic acid (59 mg, 0.375 mmols), potassium carbonate (104 mg, 0.75 mmol), and chloro(di-2-norbonylphosphine)-(2-dimethylaminomethyl-forrocen-1-yl)palladium (15 mg, 0.025 mmol) in dioxane/water (3/1, 4 mL) was reacted. The reaction mixture was concentrated, redissolved in methylene chloride and filtered. T... The reactants are COC(C(=CC(N(CC1=CC=C(C=C1)F)OCC(N(C)C)=O)=O)O)=O (3-[Dimethylcarbamoylmethoxy-(4-fluorobenzyl)-carbamoyl]-2-hydroxy-acrylic acid methyl ester), COC(C(=CC(N(CC1=CC=C(C=C1)F)OCC(N(C)C)=O)=O)O)=O (3-[Dimethylcarbamoylmethoxy-(4-fluorobenzyl)-carbamoyl]-2-hydroxy-acrylic acid methyl ester), C=O (paraformaldehyde), CN (methylamine), ClC=1C=C(CN(C(=O)C=2CN(C(C2O)=O)C)C)C=CC1Cl (4-Hydroxy-1-methyl-5-oxo-2,5-dihydro-1H-pyrrole-3-carboxylic acid (3,4-dichloro-benzyl)-methyl amide). Yields the product CN(C(=O)CON(C(=O)C=1CN(C(C1O)=O)C)CC1=CC=C(C=C1)F)C (4-Hydroxy-1-methyl-5-oxo-2,5-dihydro-1H-pyrrole-3-carboxylic acid dimethylcarbamoylmethoxy-(4-fluoro-benzyl)-amide). Yield: 25.0%. RXN SMILES: CO[C:3](=[O:25])[C:4]([OH:24])=[CH:5][C:6](=[O:23])[N:7]([O:16][CH2:17][C:18](=[O:22])[N:19]([CH3:21])[CH3:20])[CH2:8][C:9]1[CH:14]=[CH:13][C:12]([F:15])=[CH:11][CH:10]=1.C=O.CN.ClC1C=C(C=CC=1Cl)[CH2:34][N:35](C)[C:36](C1CN(C)C(=O)C=1O)=O>>[CH3:21][N:19]([CH3:20])[C:18]([CH2:17][O:16][N:7]([CH2:8][C:9]1[CH:10]=[CH:11][C:12]([F:15])=[CH:13][CH:14]=1)[C:6]([C:5]1[CH2:34][N:35]([CH3:36])[C:3](=[O:25])[C:4]=1[OH:24])=[O:23])=[O:22]. Procedure: 3-[Dimethylcarbamoylmethoxy-(4-fluorobenzyl)-carbamoyl]-2-hydroxy-acrylic acid methyl ester (Compound 72-B) was treated with paraformaldehyde and methylamine as described in the preparation of Compound 12 to give the title compound as a white solid (25% yield); mp 147–149° C. 1HNMR 400 MHz (CDCl3) δ (ppm): 2.79 (3H, s, NCH3), 2.96 (3H, s, NCH3), 3.11 (3H, s, NCH3), 4.25 (2H, s, CH2), 4.51 (2H, s, CH2), 4.96 (2H, s, CH2), 7.06 (2H, m, aromatics), 7.38 (2H, m, aromatics), 11.54 (1H, broad s, OH). ...